Dataset: the Open Reaction Database (ORD), a public repository of structured organic reaction records. Task: describe an organic reaction: reactants, conditions, products, and yield Reactants: ClC1=NC=C(C(=N1)NN1C=CC=C1)F (2-chloro-5-fluoro-N-(1H-pyrrol-1-yl)-4-pyrimidineamine), C1OC=2C=C(N)C=CC2OC1 (3,4-ethylenedioxyaniline). The product is C1OC=2C=C(C=CC2OC1)NC1=NC=C(C(=N1)NN1C=CC=C1)F (N2-(3,4-ethylenedioxyphenyl)-5-Fluoro-N4-(1H-pyrrol-1-yl)-2,4-pyrimidinediamine). Reaction SMILES: Cl[C:2]1[N:7]=[C:6]([NH:8][N:9]2[CH:13]=[CH:12][CH:11]=[CH:10]2)[C:5]([F:14])=[CH:4][N:3]=1.[CH2:15]1[CH2:25][O:24][C:23]2[CH:22]=[CH:21][C:19]([NH2:20])=[CH:18][C:17]=2[O:16]1>>[CH2:15]1[CH2:25][O:24][C:23]2[CH:22]=[CH:21][C:19]([NH:20][C:2]3[N:7]=[C:6]([NH:8][N:9]4[CH:13]=[CH:12][CH:11]=[CH:10]4)[C:5]([F:14])=[CH:4][N:3]=3)=[CH:18][C:17]=2[O:16]1. Procedure: In like manner to the preparation of N4-(3,4-ethylenedioxyphenyl)-5-fluoro-N2-(3-hydroxyphenyl)-2,4-pyrimidinediamine, 2-chloro-5-fluoro-N-(1H-pyrrol-1-yl)-4-pyrimidineamine was reacted with 3,4-ethylenedioxyaniline to produce N2-(3,4-ethylenedioxyphenyl)-5-Fluoro-N4-(1H-pyrrol-1-yl)-2,4-pyrimidinediamine. 1H NMR (DMSO-d6): δ 11.63 (s, 1H), 9.94 (s, 1H), 8.23 (d, 1H, J=4.7 Hz), 6.86 (m, 4H), 6.58 (d, 1H, J=8.8 Hz), 6.12 (t, 2H, J=2.3 Hz), 4.15 (s, 4H). LCMS: ret. time: 17.36 min.; purity: 96%; M... Reactants: CCOC(=O)c1c(C)cc(Cl)nc1C, CC1(C)OB(c2cncc(C(F)(F)F)c2)OC1(C)C. Product: CCOC(=O)c1c(C)cc(-c2cncc(C(F)(F)F)c2)nc1C. As a reaction SMILES: [CH2:1]([CH3:2])[O:3][C:4]([c:5]1[c:6]([CH3:13])[n:7][c:8]([Cl:12])[cH:9][c:10]1[CH3:11])=[O:14].[CH3:15][C:16]1([CH3:17])[C:18]([CH3:19])([CH3:20])[O:21][B:22]([c:23]2[cH:24][n:25][cH:26][c:27]([C:29]([F:30])([F:31])[F:32])[cH:28]2)[O:33]1>>[CH2:1]([CH3:2])[O:3][C:4]([c:5]1[c:6]([CH3:13])[n:7][c:8](-[c:23]2[cH:24][n:25][cH:26][c:27]([C:29]([F:30])([F:31])[F:32])[cH:28]2)[cH:9][c:10]1[CH3:11])=[O:14]. Starting materials: CO, Cl, NCC(O)CC(=O)O. Product: [Cl-], COC(=O)CC(O)C[NH3+]. As a reaction SMILES: [CH3:10][OH:11].[ClH:1].[NH2:2][CH2:3][CH:4]([OH:5])[CH2:6][C:7]([OH:8])=[O:9]>>[Cl-:1].[NH3+:2][CH2:3][CH:4]([OH:5])[CH2:6][C:7]([O:8][CH3:10])=[O:9]. Starting materials: NC1=CC=C2C(=N1)C(=CN2)C2CCN(CC2)C (5-amino-3-(1-methylpiperidin-4-yl)pyrrolo[3,2-b]pyridine), S1C(=CC=C1)C=O (thiophene-2-carboxaldehyde). Yields the product S1C(=CC=C1)CNC1=CC=C2C(=N1)C(=CN2)C2CCN(CC2)C (5-(N-[thien-2-ylmethyl]amino)-3-(1-methylpiperidin-4-yl)pyrrolo[3,2-b]pyridine). RXN SMILES: [NH2:1][C:2]1[N:7]=[C:6]2[C:8]([CH:11]3[CH2:16][CH2:15][N:14]([CH3:17])[CH2:13][CH2:12]3)=[CH:9][NH:10][C:5]2=[CH:4][CH:3]=1.[S:18]1[CH:22]=[CH:21][CH:20]=[C:19]1[CH:23]=O>>[S:18]1[CH:22]=[CH:21][CH:20]=[C:19]1[CH2:23][NH:1][C:2]1[N:7]=[C:6]2[C:8]([CH:11]3[CH2:16][CH2:15][N:14]([CH3:17])[CH2:13][CH2:12]3)=[CH:9][NH:10][C:5]2=[CH:4][CH:3]=1. Procedure details: Beginning with 0.25 gm (1.09 mMol) 5-amino-3-(1-methylpiperidin-4-yl)pyrrolo[3,2-b]pyridine and 0.20 mL (2.17 mMol) thiophene-2-carboxaldehyde, the title compound was prepared essentially as described in Example 2. Starting materials: C(=O)(O)[O-].[Na+] (NaHCO3), C(C1=CC=CC=C1)(C1=CC=CC=C1)=NC1=NC=CC=C1F (benzhydrylidene(3-fluoropyridin-2-yl)amine), C(C)OC(CBr)OCC (2-bromoacetaldehyde diethyl acetal), Br (hydrobromic acid). The solvent is C(C)(C)O (isopropanol), O (water). Reaction conditions: temperature 90 celsius. Product: FC=1C=2N(C=CC1)C=CN2 (8-fluoroimidazo[1,2-α]pyridine). As a reaction SMILES: [C:1](=[N:14][C:15]1[C:20]([F:21])=[CH:19][CH:18]=[CH:17][N:16]=1)([C:8]1C=CC=CC=1)C1C=CC=CC=1.C(OC(OCC)CBr)C.Br.C([O-])(O)=O.[Na+]>C(O)(C)C.O>[F:21][C:20]1[C:15]2[N:16]([CH:8]=[CH:1][N:14]=2)[CH:17]=[CH:18][CH:19]=1 |f:3.4|. Reported procedure: A mixture of crude benzhydrylidene(3-fluoropyridin-2-yl)amine (49.4 g), 2-bromoacetaldehyde diethyl acetal (56 ml, 0.37 mol), 48% hydrobromic acid (20 ml) and water (20 ml) were heated to 90° C. for 20 min. On cooling, the mixture was diluted with isopropanol (450 ml), NaHCO3 (68 g) was added cautiously, and the mixture filtered. The residue was washed with further isopropanol (450 ml) and the combined organics were stirred and heated to 50° C. for 18 h. On cooling, the solution was concentrated... Starting materials: ClC1=NC(=NC=C1OC1=CC=C(C=C1)Cl)N=CN(C(C)C)C(C)C (4-chloro-5-(4-chlorophenoxy)-2-(diisopropylaminomethyleneamino)pyrimidine), NC1=C(C=C(C=C1)O)C (4-amino-3-methylphenol). Solvent: C(C)O (ethanol). Reaction conditions: temperature 24 celsius, time 20 hour. The product is NC1=NC=C(C(=N1)NC1=C(C=C(C=C1)O)C)OC1=CC=C(C=C1)Cl (2-amino-5-(4-chlorophenoxy)-4-(4-hydroxy-2-methylanilino)pyrimidine). Isolated yield 6.2%. As a reaction SMILES: Cl[C:2]1[C:7]([O:8][C:9]2[CH:14]=[CH:13][C:12]([Cl:15])=[CH:11][CH:10]=2)=[CH:6][N:5]=[C:4]([N:16]=CN(C(C)C)C(C)C)[N:3]=1.[NH2:25][C:26]1[CH:31]=[CH:30][C:29]([OH:32])=[CH:28][C:27]=1[CH3:33]>C(O)C>[NH2:16][C:4]1[N:3]=[C:2]([NH:25][C:26]2[CH:31]=[CH:30][C:29]([OH:32])=[CH:28][C:27]=2[CH3:33])[C:7]([O:8][C:9]2[CH:10]=[CH:11][C:12]([Cl:15])=[CH:13][CH:14]=2)=[CH:6][N:5]=1. Procedure: Nitrogen was bubbled through a suspension of 2 g (9 mmol) of 4-chloro-5-(4-chlorophenoxy)-2-(diisopropylaminomethyleneamino)pyrimidine (see Example 2) in 20 ml of ethanol for 10 minutes. Then 1.15 g (9.34 mmol) of 4-amino-3-methylphenol was added and nitrogen bubbled through the suspension for 5 minutes. The solution was then tightly sealed and stirred at 24° C. for 20 hours. Then 5 ml of concentrated hydrochloric acid was added to the mixture and refluxed for 60 minutes. The mixture was cooled ... The reactants are CC(=O)O, FC(F)(F)c1ccnc(Cl)c1, Cl. Yields the product Cl, FC(F)(F)c1cc[nH+]cc1. Reaction SMILES: [CH3:13][C:14](=[O:15])[OH:16].[Cl:1][c:2]1[n:3][cH:4][cH:5][c:6]([C:8]([F:9])([F:10])[F:11])[cH:7]1.[ClH:12]>>[ClH:1].[cH:2]1[nH+:3][cH:4][cH:5][c:6]([C:8]([F:9])([F:10])[F:11])[cH:7]1.